From a dataset of the Open Reaction Database (ORD), a public repository of structured organic reaction records. describe an organic reaction: reactants, conditions, products, and yield The reactants are CC(CC)=O (2-butanone), C(C)NC(OCCOC1=CC=C(C=C1)N)=O (2-(4-aminophenoxy)ethyl N-ethylcarbamate), C(C)(=O)[O-].[Na+] (sodium acetate), [BH4-].[Na+] (sodium borohydride). The solvent is O (water), C(C)(=O)O (acetic acid). Yields the product C(C)NC(OCCOC1=CC=C(C=C1)NC(CC)C)=O (2-[4-(1-methylpropylamino)phenoxy]ethyl N-ethylcarbamate). Reaction SMILES: [CH3:1][C:2](=O)[CH2:3][CH3:4].[CH2:6]([NH:8][C:9](=[O:21])[O:10][CH2:11][CH2:12][O:13][C:14]1[CH:19]=[CH:18][C:17]([NH2:20])=[CH:16][CH:15]=1)[CH3:7].C([O-])(=O)C.[Na+].[BH4-].[Na+]>O.C(O)(=O)C>[CH2:6]([NH:8][C:9](=[O:21])[O:10][CH2:11][CH2:12][O:13][C:14]1[CH:15]=[CH:16][C:17]([NH:20][CH:2]([CH3:1])[CH2:3][CH3:4])=[CH:18][CH:19]=1)[CH3:7] |f:2.3,4.5|. Procedure details: To a mixture of 2-butanone (5 ml), 2-(4-aminophenoxy)ethyl N-ethylcarbamate (1.00 g) and sodium acetate (2.50 g) in a solution of 5 ml of acetic acid and 10 ml of water, cooled to -5°, is added sodium borohydride (4.00 g) in portions. After addition is complete, the reaction mixture is adjusted to alkaline pH and is extracted with ether. The combined organic extracts are concentrated and the crude product is purified by column chromatography to give 2-[4-(1-methylpropylamino)phenoxy]ethyl N-ethy... Reactants: S(=O)(=O)(OC)OC (dimethyl sulfate), C([O-])([O-])=O.[K+].[K+] (potassium carbonate), OC1=C(C(=C(C2=CC=CC=C12)O)C#N)C#N (1,4-dihydroxy-2,3-dicyanonaphthalene). The solvent is CN(C=O)C (N,N-dimethylformamide). Conditions: temperature 100 celsius, time 8 hour. Product: COC1=C(C(=C(C2=CC=CC=C12)OC)C#N)C#N (1,4-dimethoxy-2,3-dicyanonaphthalene). Isolated yield 63.0%. RXN SMILES: [OH:1][C:2]1[C:11]2[C:6](=[CH:7][CH:8]=[CH:9][CH:10]=2)[C:5](O)=[C:4]([C:13]#[N:14])[C:3]=1[C:15]#[N:16].S([O:22][CH3:23])(OC)(=O)=O.[C:24](=O)([O-])[O-].[K+].[K+]>CN(C)C=O>[CH3:24][O:1][C:2]1[C:11]2[C:6](=[CH:7][CH:8]=[CH:9][CH:10]=2)[C:5]([O:22][CH3:23])=[C:4]([C:13]#[N:14])[C:3]=1[C:15]#[N:16] |f:2.3.4|. Reported procedure: 42 g (0.2 mol) of 1,4-dihydroxy-2,3-dicyanonaphthalene and 200 ml of N,N-dimethylformamide (DMF) were introduced at room temperature as the initial charge. 55.4 g (0.44 mol) of dimethyl sulfate and 60.8 g (0.44 mol) of potassium carbonate were added. The batch was slowly heated to 100° C. and stirred at that temperature for 8 h. It was then poured onto water, and the resulting precipitate was filtered off with suction, washed With water and dried to leave 30 g of 1,4-dimethoxy-2,3-dicyanonaphtha... The reactants are C1CCNCC1, CC(=O)O, CN(C)C1(c2ccccc2)CCC(=O)CC1, ClCCCl. Product: CN(C)C1(c2ccccc2)CCC(N2CCCCC2)CC1. Reaction SMILES: [CH2:1]1[CH2:2][CH2:3][NH:4][CH2:5][CH2:6]1.[CH3:23][C:24](=[O:25])[OH:26].[CH3:7][N:8]([C:9]1([c:16]2[cH:17][cH:18][cH:19][cH:20][cH:21]2)[CH2:10][CH2:11][C:12](=[O:15])[CH2:13][CH2:14]1)[CH3:22].[Cl:27][CH2:28][CH2:29][Cl:30]>>[CH2:1]1[CH2:2][CH2:3][N:4]([CH:12]2[CH2:11][CH2:10][C:9]([N:8]([CH3:7])[CH3:22])([c:16]3[cH:17][cH:18][cH:19][cH:20][cH:21]3)[CH2:14][CH2:13]2)[CH2:5][CH2:6]1. The reactants are CC(=O)SC1CC(=O)N(Cc2ccc(COc3ccccc3)cc2)C1, C[O-], CO, [Na+]. Product: O=C1CC(S)CN1Cc1ccc(COc2ccccc2)cc1. Reaction SMILES: [C:1](=[O:2])([CH3:3])[S:4][CH:5]1[CH2:6][C:7](=[O:25])[N:8]([CH2:10][c:11]2[cH:12][cH:13][c:14]([CH2:17][O:18][c:19]3[cH:20][cH:21][cH:22][cH:23][cH:24]3)[cH:15][cH:16]2)[CH2:9]1.[CH3:26][O-:27].[CH3:29][OH:30].[Na+:28]>>[SH:4][CH:5]1[CH2:6][C:7](=[O:25])[N:8]([CH2:10][c:11]2[cH:12][cH:13][c:14]([CH2:17][O:18][c:19]3[cH:20][cH:21][cH:22][cH:23][cH:24]3)[cH:15][cH:16]2)[CH2:9]1. The reactants are FC(S(=O)(=O)O)(F)F (trifluoromethanesulfonic acid), C(O)([O-])=O.[Na+] (sodium hydrogencarbonate), COC1=CC=C(CS[C@H]2C[C@H](N(C2)C(=O)OCC2=CC=C(C=C2)[N+](=O)[O-])C(=O)N2CCC(CC2)N2C=NC=C2)C=C1 ((2S,4S)-4-(4-methoxybenzylthio)-2-[4-(imidazol-1-yl)piperidin-1-ylcarbonyl]-1-(4-nitrobenzyloxycarbonyl)pyrrolidine). Run in C(C)(=O)OCC (ethyl acetate), C1(=CC=CC=C1)OC (anisole), FC(C(=O)O)(F)F (trifluoroacetic acid). Conditions: time 1 hour. The product is S[C@H]1C[C@H](N(C1)C(=O)OCC1=CC=C(C=C1)[N+](=O)[O-])C(=O)N1CCC(CC1)N1C=NC=C1 ((2S,4S)-4-mercapto-2-[4-(imidazol-1-yl)piperidin-1-ylcarbonyl]-1-(4-nitrobenzyloxycarbonyl)pyrrolidine). Isolated yield 100.7%. Reaction SMILES: FC(F)(F)S(O)(=O)=O.COC1C=CC(C[S:16][C@@H:17]2[CH2:21][N:20]([C:22]([O:24][CH2:25][C:26]3[CH:31]=[CH:30][C:29]([N+:32]([O-:34])=[O:33])=[CH:28][CH:27]=3)=[O:23])[C@H:19]([C:35]([N:37]3[CH2:42][CH2:41][CH:40]([N:43]4[CH:47]=[CH:46][N:45]=[CH:44]4)[CH2:39][CH2:38]3)=[O:36])[CH2:18]2)=CC=1.C(=O)([O-])O.[Na+]>C1(OC)C=CC=CC=1.FC(F)(F)C(O)=O.C(OCC)(=O)C>[SH:16][C@@H:17]1[CH2:21][N:20]([C:22]([O:24][CH2:25][C:26]2[CH:27]=[CH:28][C:29]([N+:32]([O-:34])=[O:33])=[CH:30][CH:31]=2)=[O:23])[C@H:19]([C:35]([N:37]2[CH2:38][CH2:39][CH:40]([N:43]3[CH:47]=[CH:46][N:45]=[CH:44]3)[CH2:41][CH2:42]2)=[O:36])[CH2:18]1 |f:2.3|. Procedure: 350 μl of trifluoromethanesulfonic acid were added, whilst ice-cooling, to a solution of 1.44 g of (2S,4S)-4-(4-methoxybenzylthio)-2-[4-(imidazol-1-yl)piperidin-1-ylcarbonyl]-1-(4-nitrobenzyloxycarbonyl)pyrrolidine [prepared as described in step (i) above] in a mixture of 1.5 ml of anisole and 7.5 ml of trifluoroacetic acid, and the resulting mixture was stirred at room temperature for 1 hour and then at 35° C. for a further 30 minutes. At the end of this time, the reaction mixture was concentra... Reactants: [OH-].[Na+] (sodium hydroxide), IC1=NN(C=2CC(C=CC12)(C1=CC=CC=C1)C1=CC=CC=C1)S(=O)(=O)C1=CC=C(C=C1)C (3-iodo-6,6-diphenyl-1-(4-toluenesulphonyl)-6,7-dihydro-1H-indazole), C(C)(=O)OCC (ethyl acetate). Solvent: O1CCCC1 (tetrahydrofuran). The product is IC1=NNC=2CC(C=CC12)(C1=CC=CC=C1)C1=CC=CC=C1 (3-iodo-6,6-diphenyl-6,7-dihydro-1H-indazole). Isolated yield 110.0%. RXN SMILES: [OH-].[Na+].[I:3][C:4]1[C:12]2[CH:11]=[CH:10][C:9]([C:19]3[CH:24]=[CH:23][CH:22]=[CH:21][CH:20]=3)([C:13]3[CH:18]=[CH:17][CH:16]=[CH:15][CH:14]=3)[CH2:8][C:7]=2[N:6](S(C2C=CC(C)=CC=2)(=O)=O)[N:5]=1.C(OCC)(=O)C>O1CCCC1>[I:3][C:4]1[C:12]2[CH:11]=[CH:10][C:9]([C:19]3[CH:24]=[CH:23][CH:22]=[CH:21][CH:20]=3)([C:13]3[CH:18]=[CH:17][CH:16]=[CH:15][CH:14]=3)[CH2:8][C:7]=2[NH:6][N:5]=1 |f:0.1|. Reported procedure: 3 cm3 of aqueous 1N sodium hydroxide solution are added to a solution of 0.55 g of 3-iodo-6,6-diphenyl-1-(4-toluenesulphonyl)-6,7-dihydro-1H-indazole in 10 cm3 of tetrahydrofuran. After stirring for about 36 hours at a temperature in the region of 20° C., 30 cm3 of ethyl acetate are added. After separation of the phases by settling, the organic phase is washed with three times 15 cm3 of water, 20 cm3 of saturated aqueous sodium chloride solution, dried over magnesium sulphate, filtered and conce...